This data is from the Open Reaction Database (ORD), a public repository of structured organic reaction records. The task is: describe an organic reaction: reactants, conditions, products, and yield Starting materials: ClC1=CC(=C(C=C1O)N1C(C2=C(C1=O)C(CCC2)C)=O)F (N-(4-chloro-2-fluoro-5-hydroxyphenyl)-3-methyl-3,4,5,6-tetrahydrophthalic acid imide), C([O-])([O-])=O.[K+].[K+] (potassium carbonate), CI (methyl iodide). Solvent: C(CC)C(=O)C (methyl propyl ketone). Conditions: temperature 45 celsius, time 2 hour. The product is ClC1=CC(=C(C=C1OC)N1C(C2=C(C1=O)C(CCC2)C)=O)F (N-(4-chloro-2-fluoro-5-methoxyphenyl)-3-methyl-3,4,5,6-tetrahydrophthalic acid imide). Isolated yield 72.6%. RXN SMILES: [Cl:1][C:2]1[C:7]([OH:8])=[CH:6][C:5]([N:9]2[C:13](=[O:14])[C:12]3[CH:15]([CH3:19])[CH2:16][CH2:17][CH2:18][C:11]=3[C:10]2=[O:20])=[C:4]([F:21])[CH:3]=1.[C:22](=O)([O-])[O-].[K+].[K+].CI>C(C(C)=O)CC>[Cl:1][C:2]1[C:7]([O:8][CH3:22])=[CH:6][C:5]([N:9]2[C:13](=[O:14])[C:12]3[CH:15]([CH3:19])[CH2:16][CH2:17][CH2:18][C:11]=3[C:10]2=[O:20])=[C:4]([F:21])[CH:3]=1 |f:1.2.3|. Procedure: 6.1 g (0.02 mol) of N-(4-chloro-2-fluoro-5-hydroxyphenyl)-3-methyl-3,4,5,6-tetrahydrophthalic acid imide are heated at 80° C. together with 3.0 g (0.022 mol) of potassium carbonate in 50 ml of methyl propyl ketone. After 30 minutes thick salt is precipitated. 1.5 ml (0.024 mol) of methyl iodide are added at 35° C. and the reaction mixture, which is now thinly liquid again, is stirred for 2 hours at 45° C. in order to complete the reaction. The salts are filtered off and the filtrate is concentra... The reactants are N1=CC(=CC=C1)C=CCO (3-(3-pyridyl)-2-propen-1-ol), C1(=CC=C(C=C1)S(=O)(=O)OC)C (methyl p-toluenesulfonate). Run in CC(=O)C (acetone). Yields the product C1(=CC=C(C=C1)S(=O)(=O)[O-])C.OCC=CC=1C=[N+](C=CC1)C (3-(3-Hydroxy-1-propenyl)-1-methylpyridinium p-toluenesulfonate). Reaction SMILES: [N:1]1[CH:6]=[CH:5][CH:4]=[C:3]([CH:7]=[CH:8][CH2:9][OH:10])[CH:2]=1.[C:11]1([CH3:22])[CH:16]=[CH:15][C:14]([S:17]([O:20]C)(=[O:19])=[O:18])=[CH:13][CH:12]=1>CC(C)=O>[C:11]1([CH3:22])[CH:12]=[CH:13][C:14]([S:17]([O-:20])(=[O:18])=[O:19])=[CH:15][CH:16]=1.[OH:10][CH2:9][CH:8]=[CH:7][C:3]1[CH:2]=[N+:1]([CH3:11])[CH:6]=[CH:5][CH:4]=1 |f:3.4|. Reported procedure: Ethyl 3-(3-pyridyl)acrylate was reduced using lithium aluminum hydride to give 3-(3-pyridyl)-2-propen-1-ol. In 30 ml of acetone 710 mg of 3-(3-pyridyl)-2-propen-1-ol and 980 mg of methyl p-toluenesulfonate were heated under reflux for 22 hours. The reaction mixture was subjected by decantation to remove the solvent and then washed with acetone and ether. The residue was dried under reduced pressure to give 1.3 g of the desired compound as an orange-colored oil.